Task: describe an organic reaction: reactants, conditions, products, and yield. Dataset: the Open Reaction Database (ORD), a public repository of structured organic reaction records Reactants: CC1=CC=C(N)C=C1 (4-methylaniline), C(=O)(O)[O-].[Na+] (NaHCO3), OS(=O)[O-].[Na+] (NaHSO3), II (I2). Solvent: C(Cl)Cl (DCM), O (water). Run at time 8 hour. The product is IC1=C(N)C=CC(=C1)C (2-iodo-4-methylaniline). Isolated yield 94.4%. Reaction SMILES: [CH3:1][C:2]1[CH:8]=[CH:7][C:5]([NH2:6])=[CH:4][CH:3]=1.C([O-])(O)=O.[Na+].[I:14]I.OS([O-])=O.[Na+]>C(Cl)Cl.O>[I:14][C:4]1[CH:3]=[C:2]([CH3:1])[CH:8]=[CH:7][C:5]=1[NH2:6] |f:1.2,4.5|. Procedure details: To a solution of 4-methylaniline (53.5 g, 500 mmol) in DCM (200 mL) was added a solution of NaHCO3 (50.4 g) in water (500 mL), and then I2(127 g) was added. The mixture was stirred at rt overnight. The mixture was treated with aqueous NaHSO3 and extracted with DCM. The combined organic layers were washed with brine, dried over Na2SO4, and then concentrated in vacuo to afford the product as brown oil (110 g, yield 95%). 1H NMR (300 MHz, CDCl3): δ 7.48 (dd, J=1.8 & 0.6 Hz, 1H), 6.96 (dd, J=8.1 & 1... The reactants are C(CCl)Cl (EDC), intermediate 56, ON1N=NC2=C1N=CC=C2 (1-hydroxy-7-azabenzotriazole), NN1N=CC2=C1N=C(C=C2C(=O)O)C2CC2 (1-amino-6-cyclopropyl-1H-pyrazolo[3,4-b]pyridine-4-carboxylic acid), NCC=1C(NC(=CC1C)C)=O (3-(aminomethyl)-4,6-dimethyl-2(1H)-pyridinone), CN1CCOCC1 (N-methylmorpholine). Run in CS(=O)C (DMSO). The product is NN1N=CC2=C1N=C(C=C2C(=O)NCC=2C(NC(=CC2C)C)=O)C2CC2 (1-Amino-6-cyclopropyl-N-[(4,6-dimethyl-2-oxo-1,2-dihydro-3-pyridinyl)methyl]-1H-pyrazolo[3,4-b]pyridine-4-carboxamide). Reaction SMILES: [NH2:1][N:2]1[C:6]2[N:7]=[C:8]([CH:14]3[CH2:16][CH2:15]3)[CH:9]=[C:10]([C:11]([OH:13])=O)[C:5]=2[CH:4]=[N:3]1.[NH2:17][CH2:18][C:19]1[C:20](=[O:27])[NH:21][C:22]([CH3:26])=[CH:23][C:24]=1[CH3:25].ON1C2N=CC=CC=2N=N1.C(Cl)CCl.CN1CCOCC1>CS(C)=O>[NH2:1][N:2]1[C:6]2[N:7]=[C:8]([CH:14]3[CH2:16][CH2:15]3)[CH:9]=[C:10]([C:11]([NH:17][CH2:18][C:19]3[C:20](=[O:27])[NH:21][C:22]([CH3:26])=[CH:23][C:24]=3[CH3:25])=[O:13])[C:5]=2[CH:4]=[N:3]1. Procedure: The title compound was prepared in the same manner as described for intermediate 56 using 1-amino-6-cyclopropyl-1H-pyrazolo[3,4-b]pyridine-4-carboxylic acid (73 mg, 0.335 mmol), 3-(aminomethyl)-4,6-dimethyl-2(1H)-pyridinone (76 mg, 0.502 mmol), 1-hydroxy-7-azabenzotriazole (91 mg, 0.669 mmol), DMSO (10 mL), EDC (128 mg, 0.669 mmol), and N-methylmorpholine (0.147 mL, 1.338 mmol). The aq. phase was extracted with EtOAc (5×30 mL). The combined EtOAc extracts were dried over MgSO4, filtered, and con...